From a dataset of the Open Reaction Database (ORD), a public repository of structured organic reaction records. describe an organic reaction: reactants, conditions, products, and yield The reactants are NC1=CC=C(C=C1)N1C2=C(NC(CC1=O)=O)C1=CC=CC=C1C=C2 (5-(4-aminophenyl)-1H-naphtho[1,2-b][1,4]diazepine-2,4(3H,5H)-dione), C(C1=CC=CC=C1)(=O)NC1=CC=C(C=C1)N1C2=C(NC(CC1=O)=O)C1=CC=CC=C1C=C2 (5-(4-Benzoylaminophenyl)-1H-naphtho[1,2-b][1,4]diazepine-2,4(3H,5H)-dione), FC(C=1C=C(C(=O)Cl)C=CC1)(F)F (3-(trifluoromethyl)benzoyl chloride). Yields the product FC(C=1C=C(C(=O)NC2=CC=C(C=C2)N2C3=C(NC(CC2=O)=O)C2=CC=CC=C2C=C3)C=CC1)(F)F (5-[4-[3-(Trifluoromethyl)benzoylamino]phenyl]-1H-naphtho[1,2-b][1,4]diazepine-2,4(3H,5H)-dione). The yield is 12.9%. As a reaction SMILES: [NH2:1][C:2]1[CH:7]=[CH:6][C:5]([N:8]2[C:14](=[O:15])[CH2:13][C:12](=[O:16])[NH:11][C:10]3[C:17]4[C:22]([CH:23]=[CH:24][C:9]2=3)=[CH:21][CH:20]=[CH:19][CH:18]=4)=[CH:4][CH:3]=1.[F:25][C:26]([F:37])([F:36])[C:27]1[CH:28]=[C:29]([CH:33]=[CH:34][CH:35]=1)[C:30](Cl)=[O:31].C(NC1C=CC(N2C(=O)CC(=O)NC3C4C(C=CC2=3)=CC=CC=4)=CC=1)(=O)C1C=CC=CC=1>>[F:25][C:26]([F:36])([F:37])[C:27]1[CH:28]=[C:29]([CH:33]=[CH:34][CH:35]=1)[C:30]([NH:1][C:2]1[CH:7]=[CH:6][C:5]([N:8]2[C:14](=[O:15])[CH2:13][C:12](=[O:16])[NH:11][C:10]3[C:17]4[C:22]([CH:23]=[CH:24][C:9]2=3)=[CH:21][CH:20]=[CH:19][CH:18]=4)=[CH:4][CH:3]=1)=[O:31]. Reported procedure: By using 5-(4-aminophenyl)-1H-naphtho[1,2-b][1,4]diazepine-2,4(3H,5H)-dione (30 mg, 0.095 mmol) obtained in Example 1, (3), and 3-(trifluoromethyl)benzoyl chloride (17 μL, 0.114 mmol), the title compound (6 mg, yield 13%) was obtained in the same manner as that of Example 1, (4). Reactants: ClS(=O)(=O)C=1C=C(C(=O)O)C=CC1OC (3-chlorosulfonyl-4-methoxybenzoic acid), stannous chloride, O (water). Run in Cl (hydrochloric acid), C(C)(=O)O (acetic acid). The product is SC=1C=C(C(=O)O)C=CC1OC (3-mercapto-4-methoxybenzoic acid). As a reaction SMILES: Cl[S:2]([C:5]1[CH:6]=[C:7]([CH:11]=[CH:12][C:13]=1[O:14][CH3:15])[C:8]([OH:10])=[O:9])(=O)=O.O>C(O)(=O)C.Cl>[SH:2][C:5]1[CH:6]=[C:7]([CH:11]=[CH:12][C:13]=1[O:14][CH3:15])[C:8]([OH:10])=[O:9]. Procedure: A stirred solution of 3-chlorosulfonyl-4-methoxybenzoic acid (58 g; that is prepared as described in Reference Example 44) in glacial acetic acid (250 mL) at 40° C. is treated during 15 minutes with a solution of stannous chloride (107 g) in concentrated hydrochloric acid. The mixture is heated at reflux for 2 hours and the hot mixture is then poured into water (2 L) with vigorous stirring. The resulting solid is filtered off and dried, to give crude 3-mercapto-4-methoxybenzoic acid (34 g). The reactants are O (water), ice, BrBr (bromine), II (iodine), C(CC(=O)C)(=O)NC1=CC=CC=C1 (acetoacetanilide). The solvent is C(C)(=O)O (acetic acid), C(C)(=O)O (acetic acid). Run at time 3 hour. Product: BrCC(CC(=O)NC1=CC=CC=C1)=O (4-bromoacetoacetanilide). Yield: 57.1%. As a reaction SMILES: [Br:1]Br.II.[C:5]([NH:11][C:12]1[CH:17]=[CH:16][CH:15]=[CH:14][CH:13]=1)(=[O:10])[CH2:6][C:7]([CH3:9])=[O:8].O>C(O)(=O)C>[Br:1][CH2:9][C:7](=[O:8])[CH2:6][C:5]([NH:11][C:12]1[CH:17]=[CH:16][CH:15]=[CH:14][CH:13]=1)=[O:10]. Procedure: Under a nitrogen atmosphere, a solution of bromine (1.16 ml, 22.59 mmol) in 17 ml of acetic acid containing a small crystal of iodine was added over 2.5 hours to a solution of acetoacetanilide (4.0 g, 22.57 mmol) in 12 ml of acetic acid, at room temperature (cooling with cold water). The reaction mixture was stirred at room temperature for 3 hours, then poured into 100 ml of ice-cold water and the crude solid product was filtered off. Following crystallization from ethanol, 3.30 g of 4-bromoacet...